This data is from the Open Reaction Database (ORD), a public repository of structured organic reaction records. The task is: describe an organic reaction: reactants, conditions, products, and yield Reactants: C[C@@H](C1=CC=CC=C1)N1C(CC1)C(=O)OC (Methyl N-[(S)-methylbenzyl]azetidine-2-carboxylate), 2S, 2R, C([C@H](O)[C@@H](O)C(=O)O)(=O)O (L-tartaric acid). Run in CO (methanol). The product is C(C(O)C(O)C(=O)O)(=O)O (tartaric acid), C[C@@H](C1=CC=CC=C1)N1C(CC1)C(=O)OC (methyl N-[(S)-methylbenzyl]azetidine-2-carboxylate). Reaction SMILES: [CH3:1][C@H:2]([N:9]1[CH2:12][CH2:11][CH:10]1[C:13]([O:15][CH3:16])=[O:14])[C:3]1[CH:8]=[CH:7][CH:6]=[CH:5][CH:4]=1.[C:17]([OH:26])(=[O:25])[C@@H:18]([C@H:20]([C:22]([OH:24])=[O:23])[OH:21])[OH:19]>CO>[C:17]([OH:26])(=[O:25])[CH:18]([CH:20]([C:22]([OH:24])=[O:23])[OH:21])[OH:19].[CH3:1][C@H:2]([N:9]1[CH2:12][CH2:11][CH:10]1[C:13]([O:15][CH3:16])=[O:14])[C:3]1[CH:8]=[CH:7][CH:6]=[CH:5][CH:4]=1. Procedure: Methyl N-[(S)-methylbenzyl]azetidine-2-carboxylate (0.27 g, the ratio: 2S isomer/2R isomer=52/48) and L-tartaric acid (0.15 g) were dissolved in methanol (6 ml) at room temperature. Then, the mixture was concentrated to give tartaric acid salt of methyl N-[(S)-methylbenzyl]azetidine-2-carboxylate, which was recrystallized from a mixed solvent of methyl tert-butyl ether (6 ml) and methanol (2 ml) to give crystals of tartaric acid salt of methyl N-[(S)-methylbenzyl]azetidine-2-(S)-carboxylate (0.1... The reactants are CC(=O)Cl, Nc1ncc(F)c2c(C(=O)C(=O)N3CCN(c4nnnn4-c4ccccc4)CC3)c[nH]c12, c1ccncc1. Yields the product CC(=O)Nc1ncc(F)c2c(C(=O)C(=O)N3CCN(c4nnnn4-c4ccccc4)CC3)c[nH]c12. RXN SMILES: [CH3:33][C:34]([Cl:35])=[O:36].[NH2:1][c:2]1[n:3][cH:4][c:5]([F:32])[c:6]2[c:7]1[nH:8][cH:9][c:10]2[C:11]([C:12](=[O:13])[N:14]1[CH2:15][CH2:16][N:17]([c:20]2[n:21][n:22][n:23][n:24]2-[c:25]2[cH:26][cH:27][cH:28][cH:29][cH:30]2)[CH2:18][CH2:19]1)=[O:31].[cH:37]1[cH:38][cH:39][n:40][cH:41][cH:42]1>>[NH:1]([c:2]1[n:3][cH:4][c:5]([F:32])[c:6]2[c:7]1[nH:8][cH:9][c:10]2[C:11]([C:12](=[O:13])[N:14]1[CH2:15][CH2:16][N:17]([c:20]2[n:21][n:22][n:23][n:24]2-[c:25]2[cH:26][cH:27][cH:28][cH:29][cH:30]2)[CH2:18][CH2:19]1)=[O:31])[C:34]([CH3:33])=[O:36]. Reactants: FC=1C=CC2=C(C(=CO2)COC2=C3C=C(NC3=CC=C2)C(=O)O)C1 (4-(5-fluoro-benzofuran-3-ylmethoxy)-1H-indole-2-carboxylic acid), Cl.Cl.Cl.[C@H]1(CCCN2CCCC[C@H]12)CN1CCC(CC1)N (1-[(1S,9aR)-1-(Octahydro-quinolizin-1-yl)methyl]-piperidin-4-ylamine trihydrochloride). Yields the product [C@H]1(CCCN2CCCC[C@H]12)CN1CCC(CC1)NC(=O)C=1NC2=CC=CC(=C2C1)OCC1=COC2=C1C=C(C=C2)F (4-(5-Fluoro-benzofuran-3-ylmethoxy)-1H-indole-2-carboxylic acid {1-[(1S,9aR)-1-(octahydro-quinolizin-1-yl)methyl]-piperidin-4-yl}-amide). Reaction SMILES: [F:1][C:2]1[CH:3]=[CH:4][C:5]2[O:9][CH:8]=[C:7]([CH2:10][O:11][C:12]3[CH:20]=[CH:19][CH:18]=[C:17]4[C:13]=3[CH:14]=[C:15]([C:21]([OH:23])=O)[NH:16]4)[C:6]=2[CH:24]=1.Cl.Cl.Cl.[C@H:28]1([CH2:38][N:39]2[CH2:44][CH2:43][CH:42]([NH2:45])[CH2:41][CH2:40]2)[C@@H:37]2[N:32]([CH2:33][CH2:34][CH2:35][CH2:36]2)[CH2:31][CH2:30][CH2:29]1>>[C@H:28]1([CH2:38][N:39]2[CH2:44][CH2:43][CH:42]([NH:45][C:21]([C:15]3[NH:16][C:17]4[C:13]([CH:14]=3)=[C:12]([O:11][CH2:10][C:7]3[C:6]5[CH:24]=[C:2]([F:1])[CH:3]=[CH:4][C:5]=5[O:9][CH:8]=3)[CH:20]=[CH:19][CH:18]=4)=[O:23])[CH2:41][CH2:40]2)[C@@H:37]2[N:32]([CH2:33][CH2:34][CH2:35][CH2:36]2)[CH2:31][CH2:30][CH2:29]1 |f:1.2.3.4|. Procedure: This compound is synthesized from 4-(5-fluoro-benzofuran-3-ylmethoxy)-1H-indole-2-carboxylic acid (113) (preparation see below) and amine 61 analogously to the method described in example 1. Reactants: Fc1ccc(CCCBr)cc1, O=C(NCC1CC2CCC1C2)c1cccnc1S, [K+], [K+], O=C([O-])[O-], CN(C)C=O. Yields the product O=C(NCC1CC2CCC1C2)c1cccnc1SCCCc1ccc(F)cc1. Reaction SMILES: [Br:25][CH2:26][CH2:27][CH2:28][c:29]1[cH:30][cH:31][c:32]([F:35])[cH:33][cH:34]1.[CH:7]12[CH:8]([CH2:14][NH:15][C:16]([c:17]3[c:18]([SH:23])[n:19][cH:20][cH:21][cH:22]3)=[O:24])[CH2:9][CH:10]([CH2:11][CH2:12]1)[CH2:13]2.[K+:1].[K+:2].[O-:3][C:4]([O-:5])=[O:6].[O:36]=[CH:37][N:38]([CH3:39])[CH3:40]>>[CH:7]12[CH:8]([CH2:14][NH:15][C:16]([c:17]3[c:18]([S:23][CH2:26][CH2:27][CH2:28][c:29]4[cH:30][cH:31][c:32]([F:35])[cH:33][cH:34]4)[n:19][cH:20][cH:21][cH:22]3)=[O:24])[CH2:9][CH:10]([CH2:11][CH2:12]1)[CH2:13]2. The reactants are O=[N+]([O-])c1cc(Br)cc(Br)c1, CCO, [Na+], [OH-]. Product: Nc1cc(Br)cc(Br)c1. As a reaction SMILES: [Br:1][c:2]1[cH:3][c:4]([Br:11])[cH:5][c:6]([N+:8]([O-:9])=[O:10])[cH:7]1.[CH3:14][CH2:15][OH:16].[Na+:13].[OH-:12]>>[Br:1][c:2]1[cH:3][c:4]([Br:11])[cH:5][c:6]([NH2:8])[cH:7]1. Reactants: CC(=O)O, [BH3-]C#N, C=O, c1ccc2c(c1)CCN2, CO, ClCCl, [Na+]. The product is CN1CCc2ccccc21. As a reaction SMILES: [C:10]([OH:11])(=[O:12])[CH3:13].[C:16]([BH3-:17])#[N:18].[CH2:14]=[O:15].[CH2:1]1[CH2:2][c:3]2[cH:4][cH:5][cH:6][cH:7][c:8]2[NH:9]1.[CH3:20][OH:21].[Cl:22][CH2:23][Cl:24].[Na+:19]>>[CH2:1]1[CH2:2][c:3]2[cH:4][cH:5][cH:6][cH:7][c:8]2[N:9]1[CH3:10]. Starting materials: ClC1=C(C=C(C#N)C=C1)[N+](=O)[O-] (4-chloro-3-nitrobenzonitrile), C(=O)(OC(C)(C)C)NC1CNCCC1 (3-(N-Boc-amino) piperidine), CCN(C(C)C)C(C)C (DIEA). The product is C(#N)C1=CC(=C(C=C1)N1CC(CCC1)NC(OC(C)(C)C)=O)[N+](=O)[O-] (tert-butyl 1-(4-cyano-2-nitrophenyl)piperidin-3-ylcarbamate). The yield is 95.0%. As a reaction SMILES: Cl[C:2]1[CH:9]=[CH:8][C:5]([C:6]#[N:7])=[CH:4][C:3]=1[N+:10]([O-:12])=[O:11].[C:13]([NH:20][CH:21]1[CH2:26][CH2:25][CH2:24][NH:23][CH2:22]1)([O:15][C:16]([CH3:19])([CH3:18])[CH3:17])=[O:14].CCN(C(C)C)C(C)C>>[C:6]([C:5]1[CH:8]=[CH:9][C:2]([N:23]2[CH2:24][CH2:25][CH2:26][CH:21]([NH:20][C:13](=[O:14])[O:15][C:16]([CH3:18])([CH3:17])[CH3:19])[CH2:22]2)=[C:3]([N+:10]([O-:12])=[O:11])[CH:4]=1)#[N:7]. Reported procedure: Method 1 was followed using 4-chloro-3-nitrobenzonitrile (1.0 eq), 3-(N-Boc-amino) piperidine (1.0 eq), and DIEA (2.4 eq) at 55° C. for 24 hours yielding tert-butyl 1-(4-cyano-2-nitrophenyl)piperidin-3-ylcarbamate (95%). LCMS (m/z): 347.2 (MH+); LC Rt=3.06 min.